From a dataset of the Open Reaction Database (ORD), a public repository of structured organic reaction records. describe an organic reaction: reactants, conditions, products, and yield Reactants: C(C)C=1C=NC(=NC1)NCCC1=C(C=C(C(=C1)C)OC)C (5-ethyl-N-[2-(4-methoxy-2,5-dimethylphenyl)ethyl]pyrimidin-2-amine), FC(OC1=CC=C(CBr)C=C1)(F)F (4-trifluoromethoxy benzyl bromide). Yields the product C(C)C=1C=NC(=NC1)N(CCC1=CC(=C(C=C1C)O)C)CC1=CC=C(C=C1)OC(F)(F)F (4-(2-{(5-Ethylpyrimidin-2-yl)[4-(trifluoromethoxy)benzyl]amino}ethyl)-2,5-dimethylphenol). As a reaction SMILES: [CH2:1]([C:3]1[CH:4]=[N:5][C:6]([NH:9][CH2:10][CH2:11][C:12]2[CH:17]=[C:16]([CH3:18])[C:15]([O:19]C)=[CH:14][C:13]=2[CH3:21])=[N:7][CH:8]=1)[CH3:2].[F:22][C:23]([F:34])([F:33])[O:24][C:25]1[CH:32]=[CH:31][C:28]([CH2:29]Br)=[CH:27][CH:26]=1>>[CH2:1]([C:3]1[CH:4]=[N:5][C:6]([N:9]([CH2:29][C:28]2[CH:31]=[CH:32][C:25]([O:24][C:23]([F:22])([F:33])[F:34])=[CH:26][CH:27]=2)[CH2:10][CH2:11][C:12]2[C:13]([CH3:21])=[CH:14][C:15]([OH:19])=[C:16]([CH3:18])[CH:17]=2)=[N:7][CH:8]=1)[CH3:2]. Reported procedure: Similarly prepared from 5-ethyl-N-[2-(4-methoxy-2,5-dimethylphenyl)ethyl]pyrimidin-2-amine and 4-trifluoromethoxy benzyl bromide. Reactants: BrC=1C=C2C(=C(C=NC2=CC1)C(=O)C1CC1)N1CCC(CC1)N1CCN(CC1)C ({6-bromo-4-[4-(4-methylpiperazin-1-yl)piperidin-1-yl]quinolin-3-yl}(cyclopropyl)methanone), ClC1=C(C(=CC(=C1)B1OC(C(O1)(C)C)(C)C)F)O (2-chloro-6-fluoro-4-(4,4,5,5-tetramethyl-1,3,2-dioxaborolan-2-yl)phenol). The product is ClC=1C=C(C=C(C1O)F)C=1C=C2C(=C(C=NC2=CC1)C(=O)C1CC1)N1CCC(CC1)N1CCN(CC1)C ({6-(3-Chloro-5-fluoro-4-hydroxyphenyl)-4-[4-(4-methylpiperazin-1-yl)piperidin-1-yl]quinolin-3-yl}(cyclopropyl)methanone). The yield is 66.6%. As a reaction SMILES: Br[C:2]1[CH:3]=[C:4]2[C:9](=[CH:10][CH:11]=1)[N:8]=[CH:7][C:6]([C:12]([CH:14]1[CH2:16][CH2:15]1)=[O:13])=[C:5]2[N:17]1[CH2:22][CH2:21][CH:20]([N:23]2[CH2:28][CH2:27][N:26]([CH3:29])[CH2:25][CH2:24]2)[CH2:19][CH2:18]1.[Cl:30][C:31]1[CH:36]=[C:35](B2OC(C)(C)C(C)(C)O2)[CH:34]=[C:33]([F:46])[C:32]=1[OH:47]>>[Cl:30][C:31]1[CH:36]=[C:35]([C:2]2[CH:3]=[C:4]3[C:9](=[CH:10][CH:11]=2)[N:8]=[CH:7][C:6]([C:12]([CH:14]2[CH2:15][CH2:16]2)=[O:13])=[C:5]3[N:17]2[CH2:22][CH2:21][CH:20]([N:23]3[CH2:28][CH2:27][N:26]([CH3:29])[CH2:25][CH2:24]3)[CH2:19][CH2:18]2)[CH:34]=[C:33]([F:46])[C:32]=1[OH:47]. Procedure: Following general procedure D, {6-bromo-4-[4-(4-methylpiperazin-1-yl)piperidin-1-yl]quinolin-3-yl}(cyclopropyl)methanone (30 mg, 0.066 mmol) was reacted with 2-chloro-6-fluoro-4-(4,4,5,5-tetramethyl-1,3,2-dioxaborolan-2-yl)phenol (41 mg, 0.150 mmol) to afford the desired product (23 mg, 67%) as a yellow solid: 1H NMR (500 MHz, CD3OD) δ 8.77 (s, 1H), 8.28 (d, J=1.3 Hz, 1H), 8.05-7.99 (m, 2H), 7.58-7.53 (m, 1H), 7.46 (dd, J=11.6, 2.2 Hz, 1H), 3.55 (d, J=13.1 Hz, 2H), 3.25-3.15 (m, 2H), 2.93-2.47 (... The reactants are BrC=1C=C(C2=CC=CC=C2C1)C(=O)OC (Methyl 3-bromo-1-naphthalenecarboxylate), C(=C)B1OC(C(O1)(C)C)(C)C (2-ethenyl-4,4,5,5-tetramethyl-1,3,2-dioxaborolane), CN(C)C=O (DMF), Pd(PPh3)2Br2, C(=O)([O-])[O-].[Na+].[Na+] (Na2CO3). The solvent is C(CC)O (n-PrOH). Conditions: temperature 90 celsius. Yields the product C(=C)C=1C=C(C2=CC=CC=C2C1)C(=O)OC (Methyl 3-ethenyl-1-naphthalenecarboxylate). RXN SMILES: Br[C:2]1[CH:3]=[C:4]([C:12]([O:14][CH3:15])=[O:13])[C:5]2[C:10]([CH:11]=1)=[CH:9][CH:8]=[CH:7][CH:6]=2.[CH:16](B1OC(C)(C)C(C)(C)O1)=[CH2:17].CN(C=O)C.C([O-])([O-])=O.[Na+].[Na+]>C(O)CC>[CH:16]([C:2]1[CH:3]=[C:4]([C:12]([O:14][CH3:15])=[O:13])[C:5]2[C:10]([CH:11]=1)=[CH:9][CH:8]=[CH:7][CH:6]=2)=[CH2:17] |f:3.4.5|. Procedure details: Methyl 3-bromo-1-naphthalenecarboxylate (1 eq.) and 2-ethenyl-4,4,5,5-tetramethyl-1,3,2-dioxaborolane (1 eq.) were combined in a 2:1 (v/v) mixture of DMF:n-PrOH (0.1 M). To this solution was first added Pd(PPh3)2Br2 (0.05 eq.) followed by 2 N aq. Na2CO3 (2 eq.). The biphasic suspension was evacuated and back-filled three times with nitrogen before it was heated at 90° C. for 8 h. The now black suspension was cooled to RT, diluted with water and extracted with 1:1 (v/v) hexanes:ether. The combine... Reactants: COc1cc(OCc2ccccc2)ccc1CC(=O)O, CCc1cc(N)n[nH]1. Yields the product CCc1cc(NC(=O)Cc2ccc(OCc3ccccc3)cc2OC)n[nH]1. As a reaction SMILES: [CH2:1]([c:2]1[cH:3][cH:4][cH:5][cH:6][cH:7]1)[O:8][c:9]1[cH:10][c:11]([O:19][CH3:20])[c:12]([CH2:15][C:16](=[O:17])[OH:18])[cH:13][cH:14]1.[NH2:21][c:22]1[n:23][nH:24][c:25]([CH2:27][CH3:28])[cH:26]1>>[CH2:1]([c:2]1[cH:3][cH:4][cH:5][cH:6][cH:7]1)[O:8][c:9]1[cH:10][c:11]([O:19][CH3:20])[c:12]([CH2:15][C:16](=[O:18])[NH:21][c:22]2[n:23][nH:24][c:25]([CH2:27][CH3:28])[cH:26]2)[cH:13][cH:14]1. Reactants: Nc1cccc(C(F)(F)COCCCCCCOCc2ccccc2)c1, ClCCl, CO, CCOC(=O)CN=C=O. As a reaction SMILES: [CH2:1]([c:2]1[cH:3][cH:4][cH:5][cH:6][cH:7]1)[O:8][CH2:9][CH2:10][CH2:11][CH2:12][CH2:13][CH2:14][O:15][CH2:16][C:17]([F:18])([F:19])[c:20]1[cH:21][c:22]([NH2:26])[cH:23][cH:24][cH:25]1.[CH2:38]([Cl:39])[Cl:40].[CH3:36][OH:37].[N:27](=[C:28]=[O:29])[CH2:30][C:31](=[O:32])[O:33][CH2:34][CH3:35]>>[CH2:1]([c:2]1[cH:3][cH:4][cH:5][cH:6][cH:7]1)[O:8][CH2:9][CH2:10][CH2:11][CH2:12][CH2:13][CH2:14][O:15][CH2:16][C:17]([F:18])([F:19])[c:20]1[cH:21][c:22]([NH:26][C:28]([NH:27][CH2:30][C:31](=[O:32])[O:33][CH2:34][CH3:35])=[O:29])[cH:23][cH:24][cH:25]1. Product: CCOC(=O)CNC(=O)Nc1cccc(C(F)(F)COCCCCCCOCc2ccccc2)c1. The reactants are CCN(CC)C(=O)c1cc(Br)ccc1Oc1cccnc1F, ClCCl, O=C(OC(=O)C(F)(F)F)C(F)(F)F, NC(N)=O, [O-][O-]. Yields the product CCN(CC)C(=O)c1cc(Br)ccc1Oc1ccc[n+]([O-])c1F. As a reaction SMILES: [Br:1][c:2]1[cH:3][cH:4][c:5]([O:15][c:16]2[c:17]([F:22])[n:18][cH:19][cH:20][cH:21]2)[c:6]([C:7](=[O:8])[N:9]([CH2:10][CH3:11])[CH2:12][CH3:13])[cH:14]1.[Cl:42][CH2:43][Cl:44].[F:29][C:30]([F:31])([F:32])[C:33]([O:34][C:35](=[O:36])[C:37]([F:38])([F:39])[F:40])=[O:41].[NH2:23][C:24]([NH2:25])=[O:26].[O-:27][O-:28]>>[Br:1][c:2]1[cH:3][cH:4][c:5]([O:15][c:16]2[c:17]([F:22])[n+:18]([O-:26])[cH:19][cH:20][cH:21]2)[c:6]([C:7](=[O:8])[N:9]([CH2:10][CH3:11])[CH2:12][CH3:13])[cH:14]1.